This data is from the Open Reaction Database (ORD), a public repository of structured organic reaction records. The task is: describe an organic reaction: reactants, conditions, products, and yield The reactants are CNC1CCCC(OC)C1, Cc1cc(Cl)nc(Cl)c1C(=O)NCc1cccc(F)c1, [K+], [K+], O=C([O-])[O-], CN(C)C=O, O. Yields the product COC1CCCC(N(C)c2cc(C)c(C(=O)NCc3cccc(F)c3)c(Cl)n2)C1. RXN SMILES: [CH3:27][O:28][CH:29]1[CH2:30][CH:31]([NH:35][CH3:36])[CH2:32][CH2:33][CH2:34]1.[Cl:1][c:2]1[n:3][c:4]([Cl:20])[cH:5][c:6]([CH3:19])[c:7]1[C:8](=[O:9])[NH:10][CH2:11][c:12]1[cH:13][c:14]([F:18])[cH:15][cH:16][cH:17]1.[K+:21].[K+:22].[O-:23][C:24]([O-:25])=[O:26].[O:38]=[CH:39][N:40]([CH3:41])[CH3:42].[OH2:37]>>[Cl:1][c:2]1[n:3][c:4]([N:35]([CH:31]2[CH2:30][CH:29]([O:28][CH3:27])[CH2:34][CH2:33][CH2:32]2)[CH3:36])[cH:5][c:6]([CH3:19])[c:7]1[C:8](=[O:9])[NH:10][CH2:11][c:12]1[cH:13][c:14]([F:18])[cH:15][cH:16][cH:17]1. Procedure: The title compound or its salt was prepared by a procedure similar to that described for E62 starting from (4-fluorophenyl)methanethiol and 8-chloro-1-methyl-3,4-dihydro-1H-pyrimido[1,6-a]pyrimidin-6(2H)-one. As a reaction SMILES: [F:1][C:2]1[CH:7]=[CH:6][C:5]([CH2:8][SH:9])=[CH:4][CH:3]=1.Cl[C:11]1[CH:21]=[C:15]2[N:16]([CH3:20])[CH2:17][CH2:18][CH2:19][N:14]2[C:13](=[O:22])[N:12]=1>>[F:1][C:2]1[CH:7]=[CH:6][C:5]([CH2:8][S:9][C:11]2[CH:21]=[C:15]3[N:16]([CH3:20])[CH2:17][CH2:18][CH2:19][N:14]3[C:13](=[O:22])[N:12]=2)=[CH:4][CH:3]=1. Yields the product FC1=CC=C(CSC2=NC(N3C(N(CCC3)C)=C2)=O)C=C1 (8-(4-Fluoro-benzylsulfanyl)-1-methyl-1,2,3,4-tetrahydro-pyrimido[1,6-a]pyrimidin-6-one). The reactants are FC1=CC=C(C=C1)CS ((4-fluorophenyl)methanethiol), ClC1=NC(N2C(N(CCC2)C)=C1)=O (8-chloro-1-methyl-3,4-dihydro-1H-pyrimido[1,6-a]pyrimidin-6(2H)-one). Reactants: BrC(COC=1C=NC=CC1OCC1=CC=CC=C1)CBr (3-(2,3-dibromopropoxy)-4-(phenylmethoxy)-pyridine), FeCl3, [NH4+].[Cl-] (NH4Cl), C(=O)([O-])C(O)C(O)C(=O)[O-].[Na+].[K+] (potassium sodium tartrate). Run in C(Cl)Cl (DCM). Reaction conditions: time 8 hour. Yields the product BrCC1OC2=C(C=NC=C2)OC1 (2-(bromomethyl)-2,3-dihydro-[1,4]dioxino-[2,3-c]pyridine). Yield: 13.6%. As a reaction SMILES: Br[CH:2]([CH2:19][Br:20])[CH2:3][O:4][C:5]1[CH:6]=[N:7][CH:8]=[CH:9][C:10]=1[O:11]CC1C=CC=CC=1.[NH4+].[Cl-].C(C(C(C([O-])=O)O)O)([O-])=O.[Na+].[K+]>C(Cl)Cl>[Br:20][CH2:19][CH:2]1[CH2:3][O:4][C:5]2[CH:6]=[N:7][CH:8]=[CH:9][C:10]=2[O:11]1 |f:1.2,3.4.5|. Procedure: To a solution of intermediate (46) (0.0166 mol) in DCM (270 ml), FeCl3 (0.033 mol) was added portionwise and the mixture was stirred at room temperature overnight. The reaction mixture was treated with a saturated NH4Cl-solution and with a diluted solution of potassium sodium tartrate and then it was filtered off over celite. The solvent was evaporated until dry and the residue was treated with methanol and then filtered off. The filtrate was evaporated until dry and the residue was treated with... Starting materials: C(CCC)[Li] (n-butyllithium), C(C=O)(=O)OC(C1=CC=CC=C1)C1=CC=CC=C1 (benzhydryl glyoxylate), C(C)(C)(C)OC(=O)NC(C(=O)N[C@@H]1[C@@H](NC1=O)CI)C1=CC=CC=C1 (cis-3-[α-(t-Butyloxycarbonylamino)-α-phenylacetamido]-4-oxo-2-azetidinylmethyl iodide). Solvent: CCCCCC (hexane), C1(=CC=CC=C1)C (toluene), O1CCCC1 (tetrahydrofuran). Product: C(C)(C)(C)OC(=O)NC(C(=O)N[C@@H]1[C@@H](N(C1=O)C(C(=O)OC(C1=CC=CC=C1)C1=CC=CC=C1)O)CI)C1=CC=CC=C1 (Benzhydryl [cis-3-(α-t-Butyloxycarbonylamino-α-phenylacetamido)-2-iodomethyl-4-oxo-1-azetidinyl]hydroxyacetate). RXN SMILES: [C:1]([O:5][C:6]([NH:8][CH:9]([C:20]1[CH:25]=[CH:24][CH:23]=[CH:22][CH:21]=1)[C:10]([NH:12][C@H:13]1[C:16](=[O:17])[NH:15][C@H:14]1[CH2:18][I:19])=[O:11])=[O:7])([CH3:4])([CH3:3])[CH3:2].C([Li])CCC.[C:31]([O:35][CH:36]([C:43]1[CH:48]=[CH:47][CH:46]=[CH:45][CH:44]=1)[C:37]1[CH:42]=[CH:41][CH:40]=[CH:39][CH:38]=1)(=[O:34])[CH:32]=[O:33]>O1CCCC1.CCCCCC.C1(C)C=CC=CC=1>[C:1]([O:5][C:6]([NH:8][CH:9]([C:20]1[CH:21]=[CH:22][CH:23]=[CH:24][CH:25]=1)[C:10]([NH:12][C@H:13]1[C:16](=[O:17])[N:15]([CH:32]([OH:33])[C:31]([O:35][CH:36]([C:37]2[CH:42]=[CH:41][CH:40]=[CH:39][CH:38]=2)[C:43]2[CH:48]=[CH:47][CH:46]=[CH:45][CH:44]=2)=[O:34])[C@H:14]1[CH2:18][I:19])=[O:11])=[O:7])([CH3:4])([CH3:2])[CH3:3]. Procedure details: A suspension of 1.02 g (2.21 mmol) of product from Example 21 in 22 ml of dry tetrahydrofuran is stirred under argon with cooling to -78° and 1.24 ml (2.44 mmol) of a 1.97M n-butyllithium in hexane solution is added. The mixture is stirred for 30 minutes at -78° while 0.66 g (2.75 mmol) of benzhydryl glyoxylate in 20 ml of toluene is dried by distilling off 12 ml of the toluene. The remaining solution is added to the reaction mixture. The resulting mixture is stirred at -78° for 1 hour and then ... The reactants are N1CCC1 (azetidine), C1(=CC=CC=C1)P(C1=CC=CC=2C(C3=CC=CC(=C3OC12)P(C1=CC=CC=C1)C1=CC=CC=C1)(C)C)C1=CC=CC=C1 (4,5-bis(diphenylphosphino)-9,9-dimethylxanthene), C1(=CC=CC=C1)[O-].[Na+] (sodium phenolate), BrC1=NN(C(=N1)C=CC1=NN2C(N=C(C=C2C)C)=N1)C (2-(2-(3-bromo-1-methyl-1H-1,2,4-triazol-5-yl)vinyl)-5,7-dimethyl-[1,2,4]triazolo[1,5-a]pyrimidine). The solvent is O1CCOCC1 (dioxane). Yields the product N1(CCC1)C=1N=C(N(N1)C)C=CC1=NN2C(N=C(C=C2C)C)=N1 (2-[2-(5-azetidin-1-yl-2-methyl-2H-[1,2,4]triazol-3-yl)-vinyl]-5,7-dimethyl-[1,2,4]triazolo[1,5-a]pyrimidine). The yield is 27.3%. As a reaction SMILES: Br[C:2]1[N:6]=[C:5]([CH:7]=[CH:8][C:9]2[N:19]=[C:12]3[N:13]=[C:14]([CH3:18])[CH:15]=[C:16]([CH3:17])[N:11]3[N:10]=2)[N:4]([CH3:20])[N:3]=1.[NH:21]1[CH2:24][CH2:23][CH2:22]1.C1(P(C2C=CC=CC=2)C2C3OC4C(=CC=CC=4P(C4C=CC=CC=4)C4C=CC=CC=4)C(C)(C)C=3C=CC=2)C=CC=CC=1.C1([O-])C=CC=CC=1.[Na+]>O1CCOCC1>[N:21]1([C:2]2[N:6]=[C:5]([CH:7]=[CH:8][C:9]3[N:19]=[C:12]4[N:13]=[C:14]([CH3:18])[CH:15]=[C:16]([CH3:17])[N:11]4[N:10]=3)[N:4]([CH3:20])[N:3]=2)[CH2:24][CH2:23][CH2:22]1 |f:3.4|. Procedure details: A solution of 2-(2-(3-bromo-1-methyl-1H-1,2,4-triazol-5-yl)vinyl)-5,7-dimethyl-[1,2,4]triazolo[1,5-a]pyrimidine (59 mg, 177 μmol, Eq: 1.00) in dioxane (2.11 ml) was purged with argon, then azetidine (15.1 mg, 17.8 μl, 265 μmol, Eq: 1.5), 4,5-bis(diphenylphosphino)-9,9-dimethylxanthene (8.17 mg, 14.1 μmol, Eq: 0.08), tris(dibenzylideneacetone)dipalladium chloroform complex (7.31 mg, 7.06 μmol, Eq: 0.04) and sodium phenolate (20.5 mg, 177 μmol, Eq: 1.00) were added. The vial was capped and irradia... Reactants: C(C)OC(=O)C1=CC2=C(S1)C=CC=C2N2CCN(CC2)CCCC2=CC=CC=C2 (ethyl-4-[4-(3-phenylpropyl)-1-piperazinyl]-benzo[b]thiophene-2-carboxylate), Cl (hydrochloric acid), [Cl-].[NH4+] (ammonium chloride), C[Al](C)C (trimethyl aluminum), solution. Run in C(C)O (ethanol), O (water), ClCCl (dichloromethane), ClCCl (dichloromethane), C1(=CC=CC=C1)C (toluene). Conditions: time 30 minute. Product: Cl.C1(=CC=CC=C1)CCCN1CCN(CC1)C1=CC=CC=2SC(=CC21)C#N (4-[4-(3-phenylpropyl)-1-piperazinyl]-benzo[b]thiophene-2-nitrile monohydrochloride). Isolated yield 35.8%. Reaction SMILES: [Cl-:1].[NH4+:2].C[Al](C)C.C(O[C:10]([C:12]1[S:16][C:15]2[CH:17]=[CH:18][CH:19]=[C:20]([N:21]3[CH2:26][CH2:25][N:24]([CH2:27][CH2:28][CH2:29][C:30]4[CH:35]=[CH:34][CH:33]=[CH:32][CH:31]=4)[CH2:23][CH2:22]3)[C:14]=2[CH:13]=1)=O)C.Cl>C1(C)C=CC=CC=1.ClCCl.C(O)C.O>[ClH:1].[C:30]1([CH2:29][CH2:28][CH2:27][N:24]2[CH2:25][CH2:26][N:21]([C:20]3[C:14]4[CH:13]=[C:12]([C:10]#[N:2])[S:16][C:15]=4[CH:17]=[CH:18][CH:19]=3)[CH2:22][CH2:23]2)[CH:31]=[CH:32][CH:33]=[CH:34][CH:35]=1 |f:0.1,9.10|. Procedure details: Add dry dichloromethane (100 mL) to dry ammonium chloride (0.820 g, 15.3 mmol) and treat with trimethyl aluminum (7.8 mL of a 2M solution in toluene, 15.3 mmol). After 30 minutes, add a solution of ethyl-4-[4-(3-phenylpropyl)-1-piperazinyl]-benzo[b]thiophene-2-carboxylate (2.09 g, 5.12 mmol, prepared in example 14) in dry dichloromethane (19 mL) to the reaction and heat at reflux for 19 hours. After cooling, cautiously pour the reaction into water (200 mL) and extract with dichloromethane (4×100... Reactants: C(CCC)N(CCCC)CCCC (tributylamine), C(=O)O (formic acid), C(=O)[O-].[Na+] (sodium formate), C1COCCOCCOCCOCCO1 (15-crown-5), IC1=C(C=C(C(=O)OC)C=C1)OC=C(C)C1=CC=2C(CCC(C2C=C1C)(C)C)(C)C (methyl 4-iodo-3-[2-(3-methyl-5,6,7,8-tetrahydro-5,5,8,8-tetramethyl-2-naphthyl)-1-propenyloxy]benzoate). Reagents/catalysts: C(C)(=O)[O-].C(C)(=O)[O-].[Pd+2] (palladium diacetate). Solvent: C(C)#N (acetonitrile). Reaction conditions: temperature 45 celsius. Yields the product CC=1C(=CC=2C(CCC(C2C1)(C)C)(C)C)C1(COC2=C1C=CC(=C2)C(=O)OC)C (Methyl 3-(3-methyl-5,6,7,8-tetrahydro-5,5,8,8-tetramethyl-2-naphthyl)-3-methyl-2H-1-benzofuran-6-carboxylate). Reaction SMILES: C(N(CCCC)CCCC)CCC.C(O)=O.C([O-])=O.[Na+].C1OCCOCCOCCOCCOC1.I[C:37]1[CH:46]=[CH:45][C:40]([C:41]([O:43][CH3:44])=[O:42])=[CH:39][C:38]=1[O:47][CH:48]=[C:49]([C:51]1[C:60]([CH3:61])=[CH:59][C:58]2[C:57]([CH3:63])([CH3:62])[CH2:56][CH2:55][C:54]([CH3:65])([CH3:64])[C:53]=2[CH:52]=1)[CH3:50]>C(#N)C.C([O-])(=O)C.C([O-])(=O)C.[Pd+2]>[CH3:61][C:60]1[C:51]([C:49]2([CH3:50])[C:37]3[CH:46]=[CH:45][C:40]([C:41]([O:43][CH3:44])=[O:42])=[CH:39][C:38]=3[O:47][CH2:48]2)=[CH:52][C:53]2[C:54]([CH3:65])([CH3:64])[CH2:55][CH2:56][C:57]([CH3:63])([CH3:62])[C:58]=2[CH:59]=1 |f:2.3,7.8.9|. Procedure details: A mixture of tributylamine (0.4 ml, 0.88 mmol), palladium diacetate (0.017 g, 0.083 mmol), formic acid (0.034 ml, 0.91 mmol), sodium formate (60 mg, 0.88 mmol), 15-crown-5 and methyl 4-iodo-3-[2-(3-methyl-5,6,7,8-tetrahydro-5,5,8,8-tetramethyl-2-naphthyl)-1-propenyloxy]benzoate (429 mg, 0.83 mmol) in acetonitrile (10 ml) is heated at 45° C. for 8 h. The reaction medium is concentrated on a rotary evaporator under vacuum at 40° C. 20 ml of water and 20 ml of ethyl ether are added. After separatio... Starting materials: ClC1=C(C(=CC=C1)Cl)O (2,6-dichlorophenol), ClCC(=O)NC1=CC=C(C=C1)C (2-chloro-N-(4-methylphenyl)acetamide). The solvent is C1(=CC=CC=C1)C (toluene). The product is ClC1=C(C(=CC=C1)Cl)N(C1=CC=C(C=C1)C)C(CCl)=O (N-(2′,6′-dichlorophenyl)-N-chloroacetyl-4-methylaniline). RXN SMILES: [Cl:1][C:2]1[CH:7]=[CH:6][CH:5]=[C:4]([Cl:8])[C:3]=1O.[Cl:10][CH2:11][C:12]([NH:14][C:15]1[CH:20]=[CH:19][C:18]([CH3:21])=[CH:17][CH:16]=1)=[O:13]>C1(C)C=CC=CC=1>[Cl:1][C:2]1[CH:7]=[CH:6][CH:5]=[C:4]([Cl:8])[C:3]=1[N:14]([C:12](=[O:13])[CH2:11][Cl:10])[C:15]1[CH:16]=[CH:17][C:18]([CH3:21])=[CH:19][CH:20]=1. Procedure: Same procedure as example 6a starting from 2,6-dichlorophenol and 2-chloro-N-(4-methylphenyl)acetamide. At the end of the acetylation reaction the mixture was diluted with a small amount of toluene (0.2 part) to prevent solidification. Starting materials: O=C(NC12CC3CC(CC(C3)C1)C2)C(CO)(Cc1ccncc1)Cc1ccncc1, CCI, [H-], [Na+], C1CCOC1. Yields the product CCOCC(Cc1ccncc1)(Cc1ccncc1)C(=O)NC12CC3CC(CC(C3)C1)C2. As a reaction SMILES: [C:1]12([NH:11][C:12]([C:13]([CH2:14][c:15]3[cH:16][cH:17][n:18][cH:19][cH:20]3)([CH2:21][c:22]3[cH:23][cH:24][n:25][cH:26][cH:27]3)[CH2:28][OH:29])=[O:30])[CH2:2][CH:3]3[CH2:4][CH:5]([CH2:6][CH:7]([CH2:8]1)[CH2:9]3)[CH2:10]2.[CH2:33]([CH3:34])[I:35].[H-:31].[Na+:32].[O:36]1[CH2:37][CH2:38][CH2:39][CH2:40]1>>[C:1]12([NH:11][C:12]([C:13]([CH2:14][c:15]3[cH:16][cH:17][n:18][cH:19][cH:20]3)([CH2:21][c:22]3[cH:23][cH:24][n:25][cH:26][cH:27]3)[CH2:28][O:29][CH2:33][CH3:34])=[O:30])[CH2:2][CH:3]3[CH2:4][CH:5]([CH2:6][CH:7]([CH2:8]1)[CH2:9]3)[CH2:10]2.